Dataset: the Open Reaction Database (ORD), a public repository of structured organic reaction records. Task: describe an organic reaction: reactants, conditions, products, and yield Starting materials: [BH4-], CC1(C)OCc2cc(C(=O)CNC(CO)c3ccccc3)ccc2O1, CO, CC#N, [Na+]. Yields the product CC1(C)OCc2cc(C(O)CNC(CO)c3ccccc3)ccc2O1. RXN SMILES: [BH4-:26].[CH3:1][C:2]1([CH3:25])[O:3][CH2:4][c:5]2[c:6]([cH:8][cH:9][c:10]([C:12]([CH2:13][NH:14][CH:15]([CH2:16][OH:17])[c:18]3[cH:19][cH:20][cH:21][cH:22][cH:23]3)=[O:24])[cH:11]2)[O:7]1.[CH3:28][OH:29].[CH3:30][C:31]#[N:32].[Na+:27]>>[CH3:1][C:2]1([CH3:25])[O:3][CH2:4][c:5]2[c:6]([cH:8][cH:9][c:10]([CH:12]([CH2:13][NH:14][CH:15]([CH2:16][OH:17])[c:18]3[cH:19][cH:20][cH:21][cH:22][cH:23]3)[OH:24])[cH:11]2)[O:7]1. The reactants are O=C1CCC(=O)N1Br, Cc1cn2ccnc(Cl)c2n1, ClCCl. The product is Cc1nc2c(Cl)nccn2c1Br. As a reaction SMILES: [Br:12][N:13]1[C:14](=[O:15])[CH2:16][CH2:17][C:18]1=[O:19].[Cl:1][c:2]1[c:3]2[n:4]([cH:5][cH:6][n:7]1)[cH:8][c:9]([CH3:11])[n:10]2.[Cl:20][CH2:21][Cl:22]>>[Cl:1][c:2]1[c:3]2[n:4]([cH:5][cH:6][n:7]1)[c:8]([Br:12])[c:9]([CH3:11])[n:10]2. Reactants: CCO, OC1COc2cc(N3CCCCC3)c(Cl)cc21, O=[Pt]. The product is Clc1cc2c(cc1N1CCCCC1)OCC2. Reaction SMILES: [CH3:18][CH2:19][OH:20].[Cl:1][c:2]1[c:3]([N:12]2[CH2:13][CH2:14][CH2:15][CH2:16][CH2:17]2)[cH:4][c:5]2[c:6]([cH:11]1)[CH:7]([OH:10])[CH2:8][O:9]2.[Pt:21]=[O:22]>>[Cl:1][c:2]1[c:3]([N:12]2[CH2:13][CH2:14][CH2:15][CH2:16][CH2:17]2)[cH:4][c:5]2[c:6]([cH:11]1)[CH2:7][CH2:8][O:9]2. The reactants are C1(CC1)S(=O)(=O)N (cyclopropanesulfonamide), [H-].[Na+] (sodium hydride), ClC=1C=C2CC(C(NC2=C(C1)C(=O)O)C1=CC(=CC=C1)N1CCOCC1)(C)C (6-chloro-3,3-dimethyl-2-(3-morpholin-4-yl-phenyl)-1,2,3,4-tetrahydro-quinoline-8-carboxylic acid), C(=O)(N1C=NC=C1)N1C=NC=C1 (1,1′-carbonyldiimidazole), [H-].[Na+] (sodium hydride), C1(CC1)S(=O)(=O)N (cyclopropanesulfonamide). Run in CN(C=O)C (N,N-dimethylformamide), CN(C=O)C (N,N-dimethylformamide), CN(C=O)C (N,N-dimethylformamide). Run at temperature 25 celsius, time 1 hour. Product: ClC=1C=C2CC(C(NC2=C(C1)C(=O)NS(=O)(=O)C1CC1)C1=CC(=CC=C1)N1CCOCC1)(C)C (cyclopropanesulfonic acid [6-chloro-3,3-dimethyl-2-(3-morpholin-4-yl-phenyl)-1,2,3,4-tetrahydro-quinoline-8-carbonyl]-amide). Isolated yield 29.9%. As a reaction SMILES: [H-].[Na+].[CH:3]1([S:6]([NH2:9])(=[O:8])=[O:7])[CH2:5][CH2:4]1.[Cl:10][C:11]1[CH:12]=[C:13]2[C:18](=[C:19]([C:21](O)=[O:22])[CH:20]=1)[NH:17][CH:16]([C:24]1[CH:29]=[CH:28][CH:27]=[C:26]([N:30]3[CH2:35][CH2:34][O:33][CH2:32][CH2:31]3)[CH:25]=1)[C:15]([CH3:37])([CH3:36])[CH2:14]2.C(N1C=CN=C1)(N1C=CN=C1)=O>CN(C)C=O>[Cl:10][C:11]1[CH:12]=[C:13]2[C:18](=[C:19]([C:21]([NH:9][S:6]([CH:3]3[CH2:5][CH2:4]3)(=[O:8])=[O:7])=[O:22])[CH:20]=1)[NH:17][CH:16]([C:24]1[CH:29]=[CH:28][CH:27]=[C:26]([N:30]3[CH2:35][CH2:34][O:33][CH2:32][CH2:31]3)[CH:25]=1)[C:15]([CH3:37])([CH3:36])[CH2:14]2 |f:0.1|. Procedure: To a suspension of 60% sodium hydride (294 mg, 7.4 mmol) in N,N-dimethylformamide (2.5 mL) was added cyclopropanesulfonamide (908 mg, 7.5 mmol) at room temperature. The resulting mixture was stirred at 25° C. for 1 h. A solution of 6-chloro-3,3-dimethyl-2-(3-morpholin-4-yl-phenyl)-1,2,3,4-tetrahydro-quinoline-8-carboxylic acid (300 mg, 0.75 mmol) and 1,1′-carbonyldiimidazole (244 mg, 1.5 mmol) in N,N-dimethylformamide (2.0 mL) was stirred at 70° C. After stirring at 70° C. for 1 h, the above sus...